This data is from the Open Reaction Database (ORD), a public repository of structured organic reaction records. The task is: describe an organic reaction: reactants, conditions, products, and yield The reactants are BrC=1C(=NN(C1)C(=O)OC(C)(C)C)C#N (tert-butyl 4-bromo-3-cyano-1-H-pyrazole-1-carboxylate), CC1(OB(OC1(C)C)C=1C(=NC=CC1)OC1=CC=C(C=C1)N)C (4-(3-(4,4,5,5-tetramethyl-1,3,2-dioxaborolan-2-yl)pyridin-2-yloxy)benzenamine), C([O-])([O-])=O.[Na+].[Na+] (sodium carbonate), F[B-](F)(F)F.C(C)(C)(C)[PH+](C(C)(C)C)C(C)(C)C (tri-t-butylphosphonium tetrafluoroborate). The reagents and catalysts are C(C)(=O)[O-].[Pd+2].C(C)(=O)[O-] (Palladium(II) acetate). Solvent: O1CCOCC1 (Dioxane). Run at temperature 100 celsius. Yields the product NC1=CC=C(OC2=NC=CC=C2C=2C(=NNC2)C#N)C=C1 (4-(2-(4-aminophenoxy)pyridin-3-yl)-1-H-pyrazole-3-carbonitrile). As a reaction SMILES: Br[C:2]1[C:3]([C:14]#[N:15])=[N:4][N:5](C(OC(C)(C)C)=O)[CH:6]=1.CC1(C)C(C)(C)OB([C:24]2[C:25]([O:30][C:31]3[CH:36]=[CH:35][C:34]([NH2:37])=[CH:33][CH:32]=3)=[N:26][CH:27]=[CH:28][CH:29]=2)O1.C(=O)([O-])[O-].[Na+].[Na+].F[B-](F)(F)F.C([PH+](C(C)(C)C)C(C)(C)C)(C)(C)C>C([O-])(=O)C.[Pd+2].C([O-])(=O)C.O1CCOCC1>[NH2:37][C:34]1[CH:35]=[CH:36][C:31]([O:30][C:25]2[C:24]([C:2]3[C:3]([C:14]#[N:15])=[N:4][NH:5][CH:6]=3)=[CH:29][CH:28]=[CH:27][N:26]=2)=[CH:32][CH:33]=1 |f:2.3.4,5.6,7.8.9|. Procedure details: Dioxane (2.0 mL) was added to a 20 mL sealed tube. The tube was purged with nitrogen for 5 minutes. To this was added tert-butyl 4-bromo-3-cyano-1-H-pyrazole-1-carboxylate (0.100 g, 0.368 mmol), 4-(3-(4,4,5,5-tetramethyl-1,3,2-dioxaborolan-2-yl)pyridin-2-yloxy)benzenamine (0.229 g, 0.735 mmol), and sodium carbonate (2.0 M in water)(0.667 mL). Palladium(II) acetate (0.008 g, 0.037 mmol) and tri-t-butylphosphonium tetrafluoroborate (0.021 g, 0.074 mmol) was added and the tube was purged with nitro... Yields the product NC1=C(C(=CC=C1)O)O (3-aminobenzene-1,2,-diol). Procedure details: To a solution of 3-nitrobenzene-1,2-diol (600 mg) in methanol (6 ml) was added 10% palladium on carbon (60 mg), and the mixture was stirred for 3 hours at ambient temperature under hydrogen atmosphere. Insoluble material was filtered off, and the filtrate was concentrated in vacuo. The residue was crystallized with diisopropyl ether to give 3-aminobenzene-1,2,-diol (470 mg). Run at time 3 hour. The reactants are [N+](=O)([O-])C1=C(C(=CC=C1)O)O (3-nitrobenzene-1,2-diol). Yield: 97.1%. Run in CO (methanol). As a reaction SMILES: [N+:1]([C:4]1[CH:9]=[CH:8][CH:7]=[C:6]([OH:10])[C:5]=1[OH:11])([O-])=O>CO.[Pd]>[NH2:1][C:4]1[CH:9]=[CH:8][CH:7]=[C:6]([OH:10])[C:5]=1[OH:11]. The reagents and catalysts are [Pd] (palladium on carbon). Reactants: NC=1C=C2C=CN(C2=CC1)C1=CC=C(C(=O)O)C=C1 (4-(5-amino-1H-indol-1-yl)benzoic acid), C1(CC1)N (cyclopropaneamine), C(C=C)OC1CCN(CC1)C1=CC=C(C(=O)O)C=C1 (4-(4-allyloxypiperidin-1-yl)benzoic acid). Product: C(C=C)OC1CCN(CC1)C1=CC=C(C(=O)NC=2C=C3C=CN(C3=CC2)C2=CC=C(C=C2)C(NC2CC2)=O)C=C1 (4-(4-(Allyloxy)piperidin-1-yl)-N-(1-(4-(cyclopropylcarbamoyl)phenyl)-1H-indol-5-yl)benzamide). Reaction SMILES: [NH2:1][C:2]1[CH:3]=[C:4]2[C:8](=[CH:9][CH:10]=1)[N:7]([C:11]1[CH:19]=[CH:18][C:14]([C:15](O)=[O:16])=[CH:13][CH:12]=1)[CH:6]=[CH:5]2.[CH:20]1([NH2:23])[CH2:22][CH2:21]1.[CH2:24]([O:27][CH:28]1[CH2:33][CH2:32][N:31]([C:34]2[CH:42]=[CH:41][C:37]([C:38](O)=[O:39])=[CH:36][CH:35]=2)[CH2:30][CH2:29]1)[CH:25]=[CH2:26]>>[CH2:24]([O:27][CH:28]1[CH2:29][CH2:30][N:31]([C:34]2[CH:35]=[CH:36][C:37]([C:38]([NH:1][C:2]3[CH:3]=[C:4]4[C:8](=[CH:9][CH:10]=3)[N:7]([C:11]3[CH:19]=[CH:18][C:14]([C:15](=[O:16])[NH:23][CH:20]5[CH2:22][CH2:21]5)=[CH:13][CH:12]=3)[CH:6]=[CH:5]4)=[O:39])=[CH:41][CH:42]=2)[CH2:32][CH2:33]1)[CH:25]=[CH2:26]. Reported procedure: Compound 951 was prepared according to the procedure described in Scheme IV from 4-(5-amino-1H-indol-1-yl)benzoic acid, cyclopropaneamine, and 4-(4-allyloxypiperidin-1-yl)benzoic acid. [M+H]+ calcd for C33H34N4O3: 535.26; found 535.10. Starting materials: Cl (hydrochloric acid), C(C)(C)(C)OC(=O)C1=C(SC=2CN(C(C(C21)N=C=O)CN2C(C1=CC=CC=C1C2=O)=O)C(=O)OC(C)(C)C)OCC2=CC=CC=C2 (2-benzyloxy-carbonylamino-5-(1,3-dioxo-1,3-dihydro-isoindol-2-ylmethyl)-4,5,6,7-tetrahydro-thieno[2,3-c]pyridine-3,6-dicarboxylic acid di-tert-butyl ester). The solvent is C(C)(=O)OCC (ethyl acetate). Run at time 48 hour. The product is Cl.C(C)(C)(C)OC(=O)C1=C(SC=2CNC(C(C21)N=C=O)CN2C(C1=CC=CC=C1C2=O)=O)OCC2=CC=CC=C2 (2-benzyloxy-carbonylamino-5-(1,3-dioxo-1,3-dihydro-isoindol-2-ylmethyl)-4,5,6,7-tetrahydro-thieno[2,3-c]pyridine-3-carboxylic acid tert-butyl ester hydrochloride). Isolated yield 90.0%. RXN SMILES: [ClH:1].[C:2]([O:6][C:7]([C:9]1[C:17]2[CH:16]([N:18]=[C:19]=[O:20])[CH:15]([CH2:21][N:22]3[C:30](=[O:31])[C:29]4[C:24](=[CH:25][CH:26]=[CH:27][CH:28]=4)[C:23]3=[O:32])[N:14](C(OC(C)(C)C)=O)[CH2:13][C:12]=2[S:11][C:10]=1[O:40][CH2:41][C:42]1[CH:47]=[CH:46][CH:45]=[CH:44][CH:43]=1)=[O:8])([CH3:5])([CH3:4])[CH3:3]>C(OCC)(=O)C>[ClH:1].[C:2]([O:6][C:7]([C:9]1[C:17]2[CH:16]([N:18]=[C:19]=[O:20])[CH:15]([CH2:21][N:22]3[C:30](=[O:31])[C:29]4[C:24](=[CH:25][CH:26]=[CH:27][CH:28]=4)[C:23]3=[O:32])[NH:14][CH2:13][C:12]=2[S:11][C:10]=1[O:40][CH2:41][C:42]1[CH:47]=[CH:46][CH:45]=[CH:44][CH:43]=1)=[O:8])([CH3:5])([CH3:3])[CH3:4] |f:3.4|. Reported procedure: To a solution of 1N hydrochloric acid in ethyl acetate (1.0 ml) was added 2-benzyloxy-carbonylamino-5-(1,3-dioxo-1,3-dihydro-isoindol-2-ylmethyl)-4,5,6,7-tetrahydro-thieno[2,3-c]pyridine-3,6-dicarboxylic acid di-tert-butyl ester (52 mg, 0.08 mmol). The solution was stirred at room temperature for 48 h. A precipitate was filtered off which afforded 42 mg (90%) of 2-benzyloxy-carbonylamino-5-(1,3-dioxo-1,3-dihydro-isoindol-2-ylmethyl)-4,5,6,7-tetrahydro-thieno[2,3-c]pyridine-3-carboxylic acid tert... Starting materials: BrN1C(CCC1=O)=O (N-Bromosuccinimide), COC(C1=C(C=C(C=C1)[N+](=O)[O-])C)=O (2-methyl-4-nitro-benzoic acid methyl ester), C1CCC(CC1)(C#N)N=NC2(CCCCC2)C#N (ABCN). Run in C(Cl)(Cl)(Cl)Cl (carbon tetra-chloride). Run at time 15 hour. The product is COC(C1=C(C=C(C=C1)[N+](=O)[O-])CBr)=O (2-Bromomethyl-4-nitro-benzoic acid methyl ester). The yield is 96.1%. RXN SMILES: [Br:1]N1C(=O)CCC1=O.[CH3:9][O:10][C:11](=[O:22])[C:12]1[CH:17]=[CH:16][C:15]([N+:18]([O-:20])=[O:19])=[CH:14][C:13]=1[CH3:21].C1CCC(N=NC2(C#N)CCCCC2)(C#N)CC1>C(Cl)(Cl)(Cl)Cl>[CH3:9][O:10][C:11](=[O:22])[C:12]1[CH:17]=[CH:16][C:15]([N+:18]([O-:20])=[O:19])=[CH:14][C:13]=1[CH2:21][Br:1]. Procedure details: N-Bromosuccinimide (2.18 g, 12.30 mmol) was added to a stirred solution of 2-methyl-4-nitro-benzoic acid methyl ester (2 g, 10.25 mmol) and ABCN (626 mg, 2.56 mmol) in carbon tetra-chloride (80 ml) at room temperature. The reaction was heated at reflux for 2 hrs and then allowed to cool to room temperature and stirred for 15 hrs. The solvent was evaporated in vacuo and the resulting residue filtered through a pad of silica (eluting with dichloromethane). The solvent was evaporated in vacuo to af...